Dataset: the Open Reaction Database (ORD), a public repository of structured organic reaction records. Task: describe an organic reaction: reactants, conditions, products, and yield The reactants are BrC1=CC=C(C=C1)C(CC(=O)N(C)OC)C1=C(C=CC=C1)C (3-(4-Bromo-phenyl)-N-methoxy-N-methyl-3-o-tolyl-propionamide), ClC1=NC=C(C(=C1)I)F (2-chloro-5-fluoro-4-iodopyridine). Product: BrC1=CC=C(C=C1)C(CC(=O)C1=CC(=NC=C1F)Cl)C1=C(C=CC=C1)C (3-(4-Bromo-phenyl)-1-(2-chloro-5-fluoro-pyridin-4-yl)-3-o-tolyl-propan-1-one). Reaction SMILES: [Br:1][C:2]1[CH:7]=[CH:6][C:5]([CH:8]([C:16]2[CH:21]=[CH:20][CH:19]=[CH:18][C:17]=2[CH3:22])[CH2:9][C:10](N(OC)C)=[O:11])=[CH:4][CH:3]=1.[Cl:23][C:24]1[CH:29]=[C:28](I)[C:27]([F:31])=[CH:26][N:25]=1>>[Br:1][C:2]1[CH:3]=[CH:4][C:5]([CH:8]([C:16]2[CH:21]=[CH:20][CH:19]=[CH:18][C:17]=2[CH3:22])[CH2:9][C:10]([C:28]2[C:27]([F:31])=[CH:26][N:25]=[C:24]([Cl:23])[CH:29]=2)=[O:11])=[CH:6][CH:7]=1. Reported procedure: In analogy to example 74, step 5, from 3-(4-bromo-phenyl)-N-methoxy-N-methyl-3-o-tolyl-propionamide (example 74, step 4) and 2-chloro-5-fluoro-4-iodopyridine (CAS RN: [659731-48-3]) was prepared the title compound as a white solid, MS (ESI−): m/z=430.0013 ([M−H]−, 1Br).